From a dataset of the Open Reaction Database (ORD), a public repository of structured organic reaction records. describe an organic reaction: reactants, conditions, products, and yield Isolated yield 93.0%. Procedure details: 6-Isopropoxy-5-nitro-2-pyridinecarboxylic acid (24.0 mg, 0.105 mmol), (COCl)2 (0.268 g, 2.12 mmol, 20 eqv), and DMF (cat.) were dissolved in 3 ml of CH2Cl2. The solution was allowed to stir for 2 h at rt and was then concentrated in vacuo. A solution of Methyl 5-{[(5-{[(5-amino-6-isopropoxy-2-pyridinyl)carbonyl]amino}-6-isopropoxy-2-pyridinyl)carbonyl]amino}-6-isopropoxy-2-pyridinecarboxylate (6-1b) (30.0 mg, 0.052 mmol, 0.5 eqv) and DIEA (27.3 mg, 0.21 mmol, 2.0 eqv) in 3 ml of CH2Cl2 was added... The reactants are C(C)(C)OC1=C(C=CC(=N1)C(=O)O)[N+](=O)[O-] (6-Isopropoxy-5-nitro-2-pyridinecarboxylic acid), C(=O)(C(=O)Cl)Cl ((COCl)2), NC=1C=CC(=NC1OC(C)C)C(=O)NC=1C=CC(=NC1OC(C)C)C(=O)NC=1C=CC(=NC1OC(C)C)C(=O)OC (Methyl 5-{[(5-{[(5-amino-6-isopropoxy-2-pyridinyl)carbonyl]amino}-6-isopropoxy-2-pyridinyl)carbonyl]amino}-6-isopropoxy-2-pyridinecarboxylate), CCN(C(C)C)C(C)C (DIEA), acid chloride. RXN SMILES: [CH:1]([O:4][C:5]1[N:10]=[C:9]([C:11](O)=[O:12])[CH:8]=[CH:7][C:6]=1[N+:14]([O-])=O)([CH3:3])[CH3:2].C(Cl)(C(Cl)=O)=O.[NH2:23][C:24]1[CH:25]=[CH:26][C:27]([C:34]([NH:36][C:37]2[CH:38]=[CH:39][C:40]([C:47]([NH:49][C:50]3[CH:51]=[CH:52][C:53]([C:60]([O:62][CH3:63])=[O:61])=[N:54][C:55]=3[O:56][CH:57]([CH3:59])[CH3:58])=[O:48])=[N:41][C:42]=2[O:43][CH:44]([CH3:46])[CH3:45])=[O:35])=[N:28][C:29]=1[O:30][CH:31]([CH3:33])[CH3:32].CCN(C(C)C)C(C)C>C(Cl)Cl.CN(C=O)C>[NH2:14][C:6]1[CH:7]=[CH:8][C:9]([C:11]([NH:23][C:24]2[CH:25]=[CH:26][C:27]([C:34]([NH:36][C:37]3[CH:38]=[CH:39][C:40]([C:47]([NH:49][C:50]4[CH:51]=[CH:52][C:53]([C:60]([O:62][CH3:63])=[O:61])=[N:54][C:55]=4[O:56][CH:57]([CH3:59])[CH3:58])=[O:48])=[N:41][C:42]=3[O:43][CH:44]([CH3:46])[CH3:45])=[O:35])=[N:28][C:29]=2[O:30][CH:31]([CH3:32])[CH3:33])=[O:12])=[N:10][C:5]=1[O:4][CH:1]([CH3:3])[CH3:2]. Product: NC=1C=CC(=NC1OC(C)C)C(=O)NC=1C=CC(=NC1OC(C)C)C(=O)NC=1C=CC(=NC1OC(C)C)C(=O)NC=1C=CC(=NC1OC(C)C)C(=O)OC (Methyl 5-{[(5-{[(5-{[(5-amino-6-isopropoxy-2-pyridinyl)carbonyl]amino}-6-isopropoxy-2-pyridinyl)carbonyl]amino}-6-isopropoxy-2-pyridinyl)carbonyl]amino}-6-isopropoxy-2-pyridinecarboxylate). Run in C(Cl)Cl (CH2Cl2), CN(C)C=O (DMF), C(Cl)Cl (CH2Cl2). Conditions: time 2 hour. Reactants: COc1cnc2ccc(=O)n(CC=O)c2c1, CO, ClC(Cl)Cl, CC(C)(C)OC(=O)NC1CCNCC1, [Na+], O=C([O-])O, O. The product is COc1cnc2ccc(=O)n(CCN3CCC(NC(=O)OC(C)(C)C)CC3)c2c1. RXN SMILES: [CH3:1][O:2][c:3]1[cH:4][n:5][c:6]2[cH:7][cH:8][c:9](=[O:16])[n:10]([CH2:13][CH:14]=[O:15])[c:11]2[cH:12]1.[CH3:41][OH:42].[CH:37]([Cl:38])([Cl:39])[Cl:40].[NH:17]1[CH2:18][CH2:19][CH:20]([NH:23][C:24]([O:25][C:26]([CH3:27])([CH3:28])[CH3:29])=[O:30])[CH2:21][CH2:22]1.[Na+:36].[O-:32][C:33]([OH:34])=[O:35].[OH2:31]>>[CH3:1][O:2][c:3]1[cH:4][n:5][c:6]2[cH:7][cH:8][c:9](=[O:16])[n:10]([CH2:13][CH2:14][N:17]3[CH2:18][CH2:19][CH:20]([NH:23][C:24]([O:25][C:26]([CH3:27])([CH3:28])[CH3:29])=[O:30])[CH2:21][CH2:22]3)[c:11]2[cH:12]1.